Task: describe an organic reaction: reactants, conditions, products, and yield. Dataset: the Open Reaction Database (ORD), a public repository of structured organic reaction records Reactants: COC(C(CC1=CC=C(C=C1)O)OC1=CC=CC=C1)=O (3-(4-hydroxyphenyl)-2-phenoxypropanoic acid methyl ester), BrCCCOC1=CC=C(C=C1)OC1=CC=CC=C1 (1-(3-bromopropoxy)-4-phenoxybenzene), CC(C)([O-])C.[K+] (potassium tert-butoxide). The solvent is CN(C)C=O (DMF). Product: COC(C(CC1=CC=C(C=C1)OCCCOC1=CC=C(C=C1)OC1=CC=CC=C1)OC1=CC=CC=C1)=O (2-phenoxy-3-[4-(4-phenoxy phenoxy)propoxyphenyl]propanoic acid methyl ester). Yield: 24.5%. As a reaction SMILES: [CH3:1][O:2][C:3](=[O:20])[CH:4]([O:13][C:14]1[CH:19]=[CH:18][CH:17]=[CH:16][CH:15]=1)[CH2:5][C:6]1[CH:11]=[CH:10][C:9]([OH:12])=[CH:8][CH:7]=1.Br[CH2:22][CH2:23][CH2:24][O:25][C:26]1[CH:31]=[CH:30][C:29]([O:32][C:33]2[CH:38]=[CH:37][CH:36]=[CH:35][CH:34]=2)=[CH:28][CH:27]=1.CC(C)([O-])C.[K+]>CN(C=O)C>[CH3:1][O:2][C:3](=[O:20])[CH:4]([O:13][C:14]1[CH:15]=[CH:16][CH:17]=[CH:18][CH:19]=1)[CH2:5][C:6]1[CH:11]=[CH:10][C:9]([O:12][CH2:22][CH2:23][CH2:24][O:25][C:26]2[CH:31]=[CH:30][C:29]([O:32][C:33]3[CH:38]=[CH:37][CH:36]=[CH:35][CH:34]=3)=[CH:28][CH:27]=2)=[CH:8][CH:7]=1 |f:2.3|. Reported procedure: A mixture of 3-(4-hydroxyphenyl)-2-phenoxypropanoic acid methyl ester (0.055 g, 0.18 mmol) with 1-(3-bromopropoxy)-4-phenoxybenzene (Step A) (0.055 g, 0.18 mmol) and potassium tert-butoxide (0.020 g, 0.18 mmol) were stirred in DMF (5 mL) overnight. The mixture reaction concentrated in vacuo with toluene (2 times), reconstituted in Ethyl acetate and washed with water (3 times) and brine, dryed (Na2SO4) and concentrated to afford a crude product that was purified by chromatographied in silicagel (... Reactants: C1CCOC1, O=C=Nc1ccc([N+](=O)[O-])cc1, Nc1ccc2c(cnn2CCN2CCCC2)c1. Yields the product O=C(Nc1ccc([N+](=O)[O-])cc1)Nc1ccc2c(cnn2CCN2CCCC2)c1. RXN SMILES: [CH2:30]1[O:31][CH2:32][CH2:33][CH2:34]1.[N+:18](=[O:19])([O-:20])[c:21]1[cH:22][cH:23][c:24]([N:27]=[C:28]=[O:29])[cH:25][cH:26]1.[N:1]1([CH2:6][CH2:7][n:8]2[n:9][cH:10][c:11]3[cH:12][c:13]([NH2:17])[cH:14][cH:15][c:16]23)[CH2:2][CH2:3][CH2:4][CH2:5]1>>[N:1]1([CH2:6][CH2:7][n:8]2[n:9][cH:10][c:11]3[cH:12][c:13]([NH:17][C:28]([NH:27][c:24]4[cH:23][cH:22][c:21]([N+:18](=[O:19])[O-:20])[cH:26][cH:25]4)=[O:29])[cH:14][cH:15][c:16]23)[CH2:2][CH2:3][CH2:4][CH2:5]1. The reactants are S(=O)(Cl)Cl (thionyl chloride), ClC=1C=C(N)C=CC1 (3-chloro-aniline), C(C)(=O)OC=1C=C(C=CC1F)/C=C/C(=O)O ((E)-3-(3-acetoxy-4-fluoro-phenyl)-acrylic acid), S(=O)(Cl)Cl (thionyl chloride). Run in C1CCOC1 (THF), C(Cl)Cl (DCM). Conditions: temperature 35 celsius. The product is ClC=1C=C(C=CC1)NC(\C=C\C1=CC(=C(C=C1)F)O)=O ((E)-N-(3-chloro-phenyl)-3-(4-fluoro-3-hydroxy-phenyl)-acrylamide). The yield is 33.8%. RXN SMILES: C([O:4][C:5]1[CH:6]=[C:7](/[CH:12]=[CH:13]/[C:14]([OH:16])=O)[CH:8]=[CH:9][C:10]=1[F:11])(=O)C.S(Cl)(Cl)=O.[Cl:21][C:22]1[CH:23]=[C:24]([CH:26]=[CH:27][CH:28]=1)[NH2:25]>C1COCC1.C(Cl)Cl>[Cl:21][C:22]1[CH:23]=[C:24]([NH:25][C:14](=[O:16])/[CH:13]=[CH:12]/[C:7]2[CH:8]=[CH:9][C:10]([F:11])=[C:5]([OH:4])[CH:6]=2)[CH:26]=[CH:27][CH:28]=1. Procedure details: A solution (E)-3-(3-acetoxy-4-fluoro-phenyl)-acrylic acid (0.17 g, 0.76 mmol) and thionyl chloride (0.069 mL, 0.95 mmol) in dry THF (2 mL) was stirred at 55° C. for 3 hrs. Then a further aliquot of thionyl chloride (0.008 mL, 0.11 mmol) was added and the mixture was stirred at reflux temperature for additional 1.5 hrs. After cooling to about 35° C., a solution of 3-chloro-aniline (0.204 mL, 1.90 mmol) dry THF (0.5 mL) was added dropwise. After stirring at RT for 16 hrs, the reaction mixture was ... Reactants: O=C=Nc1c(F)cccc1F, Nc1cccc(-c2c(C(=O)c3ccccc3)cnc3c(C(F)(F)F)cccc23)c1. Product: O=C(Nc1cccc(-c2c(C(=O)c3ccccc3)cnc3c(C(F)(F)F)cccc23)c1)Nc1c(F)cccc1F. RXN SMILES: [F:30][c:31]1[c:32]([N:38]=[C:39]=[O:40])[c:33]([F:37])[cH:34][cH:35][cH:36]1.[NH2:1][c:2]1[cH:3][c:4](-[c:8]2[c:9]([C:22](=[O:23])[c:24]3[cH:25][cH:26][cH:27][cH:28][cH:29]3)[cH:10][n:11][c:12]3[c:13]([C:18]([F:19])([F:20])[F:21])[cH:14][cH:15][cH:16][c:17]23)[cH:5][cH:6][cH:7]1>>[NH:1]([c:2]1[cH:3][c:4](-[c:8]2[c:9]([C:22](=[O:23])[c:24]3[cH:25][cH:26][cH:27][cH:28][cH:29]3)[cH:10][n:11][c:12]3[c:13]([C:18]([F:19])([F:20])[F:21])[cH:14][cH:15][cH:16][c:17]23)[cH:5][cH:6][cH:7]1)[C:39]([NH:38][c:32]1[c:31]([F:30])[cH:36][cH:35][cH:34][c:33]1[F:37])=[O:40]. As a reaction SMILES: [CH3:1][NH:2][CH2:3][CH2:4][OH:5].[CH3:6][C:7]1[C:12](=[O:13])[C:11]2[CH:14]=[CH:15][CH:16]=[C:17]([C:18](Cl)=[O:19])[C:10]=2[O:9][C:8]=1[C:21]1[CH:26]=[CH:25][CH:24]=[CH:23][CH:22]=1.C(=O)([O-])[O-].[K+].[K+]>O.CC(C)=O>[OH:5][CH2:4][CH2:3][N:2]([CH3:1])[C:18]([C:17]1[C:10]2[O:9][C:8]([C:21]3[CH:26]=[CH:25][CH:24]=[CH:23][CH:22]=3)=[C:7]([CH3:6])[C:12](=[O:13])[C:11]=2[CH:14]=[CH:15][CH:16]=1)=[O:19] |f:2.3.4|. Run in O (water), CC(=O)C (acetone). Yields the product OCCN(C(=O)C1=CC=CC=2C(C(=C(OC21)C2=CC=CC=C2)C)=O)C (8-[N-(2-hydroxyethyl)-N-methyl-carbamoyl]-3-methyl-4-oxo-2-phenyl-4H-1-benzopyran). Procedure: A solution of 1.6 ml of 2-methylamino-ethanol in 10 ml of water was added dropwise over a period of 5 minutes to a suspension of 6 g of 3-methyl-4-oxo-2-phenyl-4H-1-benzopyran-8-carbonyl chloride and 1.52 g of potassium carbonate in 60 ml of acetone. After stirring for 2.5 hours at 20°-25° C., the solvent was removed in vacuo and the residue was taken up in 150 ml of acetone. The mixture was refluxed for 15 minutes, and was then filtered. The solvent was evaporated from the filtrate and the resi... Run at time 2.5 hour. Reactants: CNCCO (2-methylamino-ethanol), CC1=C(OC2=C(C1=O)C=CC=C2C(=O)Cl)C2=CC=CC=C2 (3-methyl-4-oxo-2-phenyl-4H-1-benzopyran-8-carbonyl chloride), C([O-])([O-])=O.[K+].[K+] (potassium carbonate). The reactants are S1C(=CC=C1)S(=O)C(C(=O)O)C (2-(2-thienylsulfinyl)propionic acid), C[Si](C)(C)C(C(=O)N)[Si](C)(C)C (bis-trimethylsilylacetamide), C(C(C)(C)C)(=O)Cl (pivaloyl chloride), NC1[C@@H]2N(C(=C(CS2)C(C)SC2=NN=NN2)C(=O)O)C1=O (7-amino-3-(1-methyl-1H-tetrazol-5-ylthiomethyl)-3-cephem-4-carboxylic acid). Reagents/catalysts: CN(C)CC1=CC=CC=C1 (N,N-dimethylbenzylamine). The solvent is C(Cl)Cl (methylene chloride), C(C)N(CC)CC (triethylamine), C(Cl)Cl (methylene chloride). Conditions: temperature -10 celsius. Product: S1C(=CC=C1)S(=O)C(C(=O)NC1[C@@H]2N(C(=C(CS2)C(C)SC2=NN=NN2)C(=O)O)C1=O)C (7-[2-(2-thienylsulfinyl)propionamido]-3-(1-methyl-1H-tetrazol-5-ylthiomethyl)-3-cephem-4-carboxylic acid). Reaction SMILES: [S:1]1[CH:5]=[CH:4][CH:3]=[C:2]1[S:6]([CH:8]([CH3:12])[C:9]([OH:11])=O)=[O:7].C(Cl)(=O)C(C)(C)C.[NH2:20][CH:21]1[C:39](=[O:40])[N:23]2[C:24]([C:36]([OH:38])=[O:37])=[C:25]([CH:28]([S:30][C:31]3[NH:35][N:34]=[N:33][N:32]=3)[CH3:29])[CH2:26][S:27][C@H:22]12.C[Si](C([Si](C)(C)C)C(N)=O)(C)C>CN(CC1C=CC=CC=1)C.C(Cl)Cl.C(N(CC)CC)C>[S:1]1[CH:5]=[CH:4][CH:3]=[C:2]1[S:6]([CH:8]([CH3:12])[C:9]([NH:20][CH:21]1[C:39](=[O:40])[N:23]2[C:24]([C:36]([OH:38])=[O:37])=[C:25]([CH:28]([S:30][C:31]3[NH:32][N:33]=[N:34][N:35]=3)[CH3:29])[CH2:26][S:27][C@H:22]12)=[O:11])=[O:7]. Reported procedure: 408 mg. of 2-(2-thienylsulfinyl)propionic acid of the R form were dissolved in 12 ml. of dry methylene chloride and 0.3 ml. of triethylamine and 2 drops of N,N-dimethylbenzylamine were added to the solution. The mixture was agitated and cooled to -10° C., and 0.2 g. of pivaloyl chloride was added thereto. Then the mixture was agitated at -10° C. for 2 hours, and a liquid mixture of 656 mg. of 7-amino-3-(1-methyl-1H-tetrazol-5-ylthiomethyl)-3-cephem-4-carboxylic acid, 20 ml. of dry methylene chlo... The reactants are C1CCOC1, COC(=O)C1c2ccc(O)cc2CCN1S(=O)(=O)c1ccc(Oc2ccc(F)cc2)cc1, OCCN1CCOCC1, CCOC(=O)N=NC(=O)OCC, c1ccc(P(c2ccccc2)c2ccccc2)cc1. Yields the product COC(=O)C1c2ccc(OCCN3CCOCC3)cc2CCN1S(=O)(=O)c1ccc(Oc2ccc(F)cc2)cc1. As a reaction SMILES: [CH2:73]1[O:74][CH2:75][CH2:76][CH2:77]1.[F:20][c:21]1[cH:22][cH:23][c:24]([O:25][c:26]2[cH:27][cH:28][c:29]([S:32](=[O:33])(=[O:34])[N:35]3[CH:36]([C:46](=[O:47])[O:48][CH3:49])[c:37]4[cH:38][cH:39][c:40]([OH:45])[cH:41][c:42]4[CH2:43][CH2:44]3)[cH:30][cH:31]2)[cH:50][cH:51]1.[O:52]1[CH2:53][CH2:54][N:55]([CH2:58][CH2:59][OH:60])[CH2:56][CH2:57]1.[O:61]=[C:62]([O:63][CH2:64][CH3:65])[N:66]=[N:67][C:68]([O:69][CH2:70][CH3:71])=[O:72].[c:1]1([P:2]([c:3]2[cH:4][cH:5][cH:6][cH:7][cH:8]2)[c:9]2[cH:10][cH:11][cH:12][cH:13][cH:14]2)[cH:15][cH:16][cH:17][cH:18][cH:19]1>>[F:20][c:21]1[cH:22][cH:23][c:24]([O:25][c:26]2[cH:27][cH:28][c:29]([S:32](=[O:33])(=[O:34])[N:35]3[CH:36]([C:46](=[O:47])[O:48][CH3:49])[c:37]4[cH:38][cH:39][c:40]([O:45][CH2:59][CH2:58][N:55]5[CH2:54][CH2:53][O:52][CH2:57][CH2:56]5)[cH:41][c:42]4[CH2:43][CH2:44]3)[cH:30][cH:31]2)[cH:50][cH:51]1. Starting materials: O=C([O-])[O-], CC(C)(C)OC(=O)NCCN, C=C(C(=O)OC)N1C(=O)c2ccccc2C1=O, CC#N, ClCCl, [K+], [K+]. Yields the product COC(=O)C(CNCCNC(=O)OC(C)(C)C)N1C(=O)c2ccccc2C1=O. As a reaction SMILES: [C:18](=[O:19])([O-:20])[O-:21].[C:24]([CH3:25])([CH3:26])([CH3:27])[O:28][C:29]([NH:30][CH2:31][CH2:32][NH2:33])=[O:34].[CH3:1][O:2][C:3]([C:4](=[CH2:5])[N:6]1[C:7](=[O:16])[c:8]2[cH:9][cH:10][cH:11][cH:12][c:13]2[C:14]1=[O:15])=[O:17].[CH3:38][C:39]#[N:40].[Cl:35][CH2:36][Cl:37].[K+:22].[K+:23]>>[CH3:1][O:2][C:3]([CH:4]([CH2:5][NH:33][CH2:32][CH2:31][NH:30][C:29]([O:28][C:24]([CH3:25])([CH3:26])[CH3:27])=[O:34])[N:6]1[C:7](=[O:16])[c:8]2[cH:9][cH:10][cH:11][cH:12][c:13]2[C:14]1=[O:15])=[O:17]. Starting materials: CO, O=c1oc2cc(O)ccc2c2ccc([N+](=O)[O-])cc12. Yields the product Nc1ccc2c(c1)c(=O)oc1cc(O)ccc12. Reaction SMILES: [CH3:20][OH:21].[OH:1][c:2]1[cH:3][cH:4][c:5]2[c:6]3[c:7]([c:8](=[O:12])[o:9][c:10]2[cH:11]1)[cH:13][c:14]([N+:17]([O-:18])=[O:19])[cH:15][cH:16]3>>[OH:1][c:2]1[cH:3][cH:4][c:5]2[c:6]3[c:7]([c:8](=[O:12])[o:9][c:10]2[cH:11]1)[cH:13][c:14]([NH2:17])[cH:15][cH:16]3.